Dataset: the Open Reaction Database (ORD), a public repository of structured organic reaction records. Task: describe an organic reaction: reactants, conditions, products, and yield Reactants: Cl.Cl.C(C)(C)(C)C1=C(C=CC=C1)N1CCNCC1 (1-(2-tert-butylphenyl)piperazine dihydrochloride), O.ON1N=NC2=C1C=CC=C2 (1-hydroxy-1H-benzotriazole monohydrate), Cl.C(C)N=C=NCCCN(C)C (1-ethyl-3-(3-dimethylaminopropyl)carbodiimide hydrochloride), Example 1, O=C1NC(CC(C1)CC(=O)O)=O ((2,6-dioxopiperidin-4-yl)acetic acid). The solvent is C(C)N(CC)CC (triethylamine), CN(C=O)C (N,N-dimethylformamide), O (Water). Product: C(C)(C)(C)C1=C(C=CC=C1)N1CCN(CC1)C(CC1CC(NC(C1)=O)=O)=O (4-{2-[4-(2-tert-Butylphenyl)piperazin-1-yl]-2-oxoethyl}piperidine-2,6-dione). The yield is 13.0%. RXN SMILES: Cl.Cl.[C:3]([C:7]1[CH:12]=[CH:11][CH:10]=[CH:9][C:8]=1[N:13]1[CH2:18][CH2:17][NH:16][CH2:15][CH2:14]1)([CH3:6])([CH3:5])[CH3:4].[O:19]=[C:20]1[CH2:25][CH:24]([CH2:26][C:27](O)=[O:28])[CH2:23][C:22](=[O:30])[NH:21]1.Cl.C(N=C=NCCCN(C)C)C.O.ON1C2C=CC=CC=2N=N1>O.CN(C)C=O.C(N(CC)CC)C>[C:3]([C:7]1[CH:12]=[CH:11][CH:10]=[CH:9][C:8]=1[N:13]1[CH2:18][CH2:17][N:16]([C:27](=[O:28])[CH2:26][CH:24]2[CH2:23][C:22](=[O:30])[NH:21][C:20](=[O:19])[CH2:25]2)[CH2:15][CH2:14]1)([CH3:6])([CH3:4])[CH3:5] |f:0.1.2,4.5,6.7|. Reported procedure: A mixture of 1-(2-tert-butylphenyl)piperazine dihydrochloride obtained in Reference Example 1 (500 mg), (2,6-dioxopiperidin-4-yl)acetic acid (311 mg), 1-ethyl-3-(3-dimethylaminopropyl)carbodiimide hydrochloride (403 mg), 1-hydroxy-1H-benzotriazole monohydrate (322 mg), triethylamine (0.627 mL), and N,N-dimethylformamide (5 mL) was stirred at room temperature for over-night. Water was added to the reaction solution, and the mixture was extracted with ethyl acetate. The ethyl acetate layer was was...